The task is: describe an organic reaction: reactants, conditions, products, and yield. This data is from the Open Reaction Database (ORD), a public repository of structured organic reaction records. Yields the product C(C)OCC(C1=NC(=CC=C1)C1=CC=C(C=C1)C(F)(F)F)SC1=CC(=C(C=C1)OCC(=O)O)C (({4-[(2-(Ethyloxy)-1-{6-[4-(trifluoromethyl)phenyl]-2-pyridinyl}ethyl)thio]-2-methylphenyl}oxy)acetic acid). RXN SMILES: [CH2:1]([O:3][CH2:4][CH:5]([S:22][C:23]1[CH:28]=[CH:27][C:26]([O:29][CH2:30][C:31]([O:33]CC)=[O:32])=[C:25]([CH3:36])[CH:24]=1)[C:6]1[CH:11]=[CH:10][CH:9]=[C:8]([C:12]2[CH:17]=[CH:16][C:15]([C:18]([F:21])([F:20])[F:19])=[CH:14][CH:13]=2)[N:7]=1)[CH3:2].[OH-].[Na+].Cl>C1COCC1.CO>[CH2:1]([O:3][CH2:4][CH:5]([S:22][C:23]1[CH:28]=[CH:27][C:26]([O:29][CH2:30][C:31]([OH:33])=[O:32])=[C:25]([CH3:36])[CH:24]=1)[C:6]1[CH:11]=[CH:10][CH:9]=[C:8]([C:12]2[CH:13]=[CH:14][C:15]([C:18]([F:21])([F:19])[F:20])=[CH:16][CH:17]=2)[N:7]=1)[CH3:2] |f:1.2|. Yield: 61.9%. Procedure: A solution of the ethyl ({4-[(2-(ethyloxy)-1-{6-[4-(trifluoromethyl)phenyl]-2-pyridinyl}ethyl)thio]-2-methylphenyl}oxy)acetate (Enantiomer 1) (12 mg, 0.023 mmol) in THF (1 mL) and MeOH (1 mL) was treated with aqueous NaOH (2N, 1 mL) and the resulting mixture agitated at ambient temperature for 15 h. Aqueous HCl (2N, 1 mL) was then added and the organic solvents removed under vacuum using a Genevac. The residue was the then made up to 2 mL by the addition of water and then extracted using DCM (3×... Starting materials: C(C)OCC(C1=NC(=CC=C1)C1=CC=C(C=C1)C(F)(F)F)SC1=CC(=C(C=C1)OCC(=O)OCC)C (ethyl ({4-[(2-(ethyloxy)-1-{6-[4-(trifluoromethyl)phenyl]-2-pyridinyl}ethyl)thio]-2-methylphenyl}oxy)acetate), [OH-].[Na+] (NaOH), Cl (HCl). Solvent: C1CCOC1 (THF), CO (MeOH). Conditions: time 15 hour. Product: C(C)(C)(C)OC(=O)NC=1C=C(OC=2C=CC(=NC2)NC(=S)NC(OCC)=O)C=CC1F (ethyl {[(5-{3-[(tert-butoxycarbonyl)amino]-4-fluorophenoxy}pyridin-2-yl)amino]carbonothioyl}carbamate). Run in CS(=O)C (DMSO). Reactants: NC1=CC=C(C=N1)OC=1C=CC(=C(C1)NC(OC(C)(C)C)=O)F (tert-butyl {5-[(6-aminopyridin-3-yl)oxy]-2-fluorophenyl}carbamate), N(=C=S)C(=O)OCC (ethyl isothiocyanatoformate). Reaction SMILES: [NH2:1][C:2]1[N:7]=[CH:6][C:5]([O:8][C:9]2[CH:10]=[CH:11][C:12]([F:23])=[C:13]([NH:15][C:16](=[O:22])[O:17][C:18]([CH3:21])([CH3:20])[CH3:19])[CH:14]=2)=[CH:4][CH:3]=1.[N:24]([C:27]([O:29][CH2:30][CH3:31])=[O:28])=[C:25]=[S:26]>CS(C)=O>[C:18]([O:17][C:16]([NH:15][C:13]1[CH:14]=[C:9]([CH:10]=[CH:11][C:12]=1[F:23])[O:8][C:5]1[CH:4]=[CH:3][C:2]([NH:1][C:25]([NH:24][C:27](=[O:28])[O:29][CH2:30][CH3:31])=[S:26])=[N:7][CH:6]=1)=[O:22])([CH3:19])([CH3:20])[CH3:21]. Procedure details: In the same manner as in Reference Example 30 and using tert-butyl {5-[(6-aminopyridin-3-yl)oxy]-2-fluorophenyl}carbamate (9.60 g, 30.1 mmol), DMSO (60 mL) and ethyl isothiocyanatoformate (4.73 g, 36.1 mmol) as starting materials, the title compound (10.8 g, 80%) was obtained as a white solid. Yield: 79.6%. The reactants are CC(C)(C)OC(=O)Nc1cc(Cl)c(C(F)(F)F)cc1[N+](=O)[O-], C1CCNC1, CS(C)=O. Yields the product CC(C)(C)OC(=O)Nc1cc(N2CCCC2)c(C(F)(F)F)cc1[N+](=O)[O-]. As a reaction SMILES: [C:1]([CH3:2])([CH3:3])([CH3:4])[O:5][C:6]([NH:7][c:8]1[c:9]([N+:19](=[O:20])[O-:21])[cH:10][c:11]([C:15]([F:16])([F:17])[F:18])[c:12]([Cl:14])[cH:13]1)=[O:22].[CH2:23]1[CH2:24][CH2:25][NH:26][CH2:27]1.[CH3:28][S:29]([CH3:30])=[O:31]>>[C:1]([CH3:2])([CH3:3])([CH3:4])[O:5][C:6]([NH:7][c:8]1[c:9]([N+:19](=[O:20])[O-:21])[cH:10][c:11]([C:15]([F:16])([F:17])[F:18])[c:12]([N:26]2[CH2:25][CH2:24][CH2:23][CH2:27]2)[cH:13]1)=[O:22]. The reactants are Intermediate 216, FC(C(=O)O)(F)F.C(CCC)OC=1NC(=C2N=C(N=C2N1)OC)N (2-(butyloxy)-8-(methyloxy)-1H-purin-6-amine trifluoroacetate), BrCCCCC1CCOCC1 (4-(4-bromobutyl)tetrahydro-2H-pyran). Yields the product C(CCC)OC1=NC(=C2N=C(N(C2=N1)CCCCC1CCOCC1)OC)N (2-(Butyloxy)-8-(methyloxy)-9-[4-(tetrahydro-2H-pyran-4-yl)butyl]-9H-purin-6-amine). Reaction SMILES: FC(F)(F)C(O)=O.[CH2:8]([O:12][C:13]1[NH:14][C:15]([NH2:24])=[C:16]2[C:20]([N:21]=1)=[N:19][C:18]([O:22][CH3:23])=[N:17]2)[CH2:9][CH2:10][CH3:11].Br[CH2:26][CH2:27][CH2:28][CH2:29][CH:30]1[CH2:35][CH2:34][O:33][CH2:32][CH2:31]1>>[CH2:8]([O:12][C:13]1[N:21]=[C:20]2[C:16]([N:17]=[C:18]([O:22][CH3:23])[N:19]2[CH2:26][CH2:27][CH2:28][CH2:29][CH:30]2[CH2:35][CH2:34][O:33][CH2:32][CH2:31]2)=[C:15]([NH2:24])[N:14]=1)[CH2:9][CH2:10][CH3:11] |f:0.1|. Procedure details: Prepared similarly to Intermediate 216 from 2-(butyloxy)-8-(methyloxy)-1H-purin-6-amine trifluoroacetate and 4-(4-bromobutyl)tetrahydro-2H-pyran. Reaction SMILES: [NH2:1][C:2]1[C:34]([Cl:35])=[CH:33][C:5]([C:6]([NH:8][CH2:9][CH:10]2[CH2:15][CH2:14][N:13]([CH2:16][CH2:17][CH2:18][CH2:19][CH2:20][NH:21][CH2:22][C:23]3[C:32]4[C:27](=[CH:28][CH:29]=[CH:30][CH:31]=4)[CH:26]=[CH:25][CH:24]=3)[CH2:12][CH2:11]2)=[O:7])=[C:4]([O:36][CH3:37])[CH:3]=1.[CH:38](=O)[CH3:39].C([BH3-])#N.[Na+]>>[NH2:1][C:2]1[C:34]([Cl:35])=[CH:33][C:5]([C:6]([NH:8][CH2:9][CH:10]2[CH2:15][CH2:14][N:13]([CH2:16][CH2:17][CH2:18][CH2:19][CH2:20][N:21]([CH2:38][CH3:39])[CH2:22][C:23]3[C:32]4[C:27](=[CH:28][CH:29]=[CH:30][CH:31]=4)[CH:26]=[CH:25][CH:24]=3)[CH2:12][CH2:11]2)=[O:7])=[C:4]([O:36][CH3:37])[CH:3]=1 |f:2.3|. Starting materials: NC1=CC(=C(C(=O)NCC2CCN(CC2)CCCCCNCC2=CC=CC3=CC=CC=C23)C=C1Cl)OC (4-Amino-5-chloro-2-methoxy-N-((1-(5-(1-naphthylmethylamino)pentyl)-piperidin-4-yl)methyl)benzamide), C(C)=O (acetaldehyde), C(#N)[BH3-].[Na+] (sodium cyanoborohydride). Reported procedure: 4-Amino-5-chloro-2-methoxy-N-((1-(5-(1-naphthylmethylamino)pentyl)-piperidin-4-yl)methyl)benzamide (1.43 g) as starting compound, acetaldehyde (0.16 ml) and sodium cyanoborohydride (0.38 g) were reacted and treated in the same manner as in Example 136 to give 0.75 g of 4-amino-5-chloro-N-((1-(5-(N-ethyl-N-(1-naphthylmethyl)amino)pentyl)-piperidin-4-yl)methyl)-2-methoxybenzamide. Product: NC1=CC(=C(C(=O)NCC2CCN(CC2)CCCCCN(CC2=CC=CC3=CC=CC=C23)CC)C=C1Cl)OC (4-amino-5-chloro-N-((1-(5-(N-ethyl-N-(1-naphthylmethyl)amino)pentyl)-piperidin-4-yl)methyl)-2-methoxybenzamide). Reactants: O=C([O-])[O-], Fc1ccc(CBr)cc1, [K+], [K+], CN(C)C=O, O=[N+]([O-])c1ccc(O)cc1. Yields the product O=[N+]([O-])c1ccc(OCc2ccc(F)cc2)cc1. As a reaction SMILES: [C:11](=[O:12])([O-:13])[O-:14].[F:17][c:18]1[cH:19][cH:20][c:21]([CH2:22][Br:23])[cH:24][cH:25]1.[K+:15].[K+:16].[O:26]=[CH:27][N:28]([CH3:29])[CH3:30].[OH:1][c:2]1[cH:3][cH:4][c:5]([N+:8]([O-:9])=[O:10])[cH:6][cH:7]1>>[O:1]([c:2]1[cH:3][cH:4][c:5]([N+:8]([O-:9])=[O:10])[cH:6][cH:7]1)[CH2:22][c:21]1[cH:20][cH:19][c:18]([F:17])[cH:25][cH:24]1.